Dataset: the Open Reaction Database (ORD), a public repository of structured organic reaction records. Task: describe an organic reaction: reactants, conditions, products, and yield Starting materials: CCO, CCOC(=O)c1cnc(Cl)cc1Cl, Cl, Nc1ccccc1. Yields the product CCOC(=O)c1cnc(Cl)cc1Nc1ccccc1. As a reaction SMILES: [CH3:22][CH2:23][OH:24].[Cl:1][c:2]1[cH:3][c:4]([Cl:13])[n:5][cH:6][c:7]1[C:8](=[O:9])[O:10][CH2:11][CH3:12].[ClH:21].[NH2:14][c:15]1[cH:16][cH:17][cH:18][cH:19][cH:20]1>>[c:2]1([NH:14][c:15]2[cH:16][cH:17][cH:18][cH:19][cH:20]2)[cH:3][c:4]([Cl:13])[n:5][cH:6][c:7]1[C:8](=[O:9])[O:10][CH2:11][CH3:12]. Reactants: 628.5, FC(C=1C=C(C=C(C1)C(F)(F)F)[C@@H]1[C@@H](N(C(O1)=O)CC1=NC(=NC=C1Br)N1CC(C1)F)C)(F)F ((4S,5R)-5-[3,5-bis(trifluoromethyl)phenyl]-3-{[5-bromo-2-(3-fluoroazetidin-1-yl)pyrimidin-4-yl]methyl}-4-methyl-1,3-oxazolidin-2-one), FC(C=1C=C(C=C(C1)C(F)(F)F)[C@@H]1[C@@H](N(C(O1)=O)CC1=NC(=NC=C1Br)N1CC(C1)F)C)(F)F ((4S,5R)-5-[3,5-bis(trifluoromethyl)phenyl]-3-{[5-bromo-2-(3-fluoroazetidin-1-yl)pyrimidin-4-yl]methyl}-4-methyl-1,3-oxazolidin-2-one), C(C)(C)C=1C=C(C(=NC1)OC)B(O)O (5-isopropyl-2-methoxypyridin-3-ylboronic acid), C(=O)([O-])[O-].[K+].[K+] (K2CO3). The reagents and catalysts are [Pd](Cl)Cl.C(C)(C)(C)P([C-]1C=CC=C1)C(C)(C)C.[C-]1(C=CC=C1)P(C(C)(C)C)C(C)(C)C.[Fe+2] (1,1′-Bis(di-tert-butylphosphino)ferrocene palladium dichloride). Conditions: temperature 50 celsius. Yields the product FC(C=1C=C(C=C(C1)C(F)(F)F)[C@@H]1[C@@H](N(C(O1)=O)CC1=NC(=NC=C1C=1C(=NC=C(C1)C(C)C)OC)N1CC(C1)F)C)(F)F ((4S,5R)-5-[3,5-Bis(trifluoromethyl)phenyl]-3-{[2-(3-fluoroazetidin-1-yl)-5-(5-isopropyl-2-methoxypyridin-3-yl)pyrimidin-4-yl]methyl}-4-methyl-1,3-oxazolidin-2-one). As a reaction SMILES: [F:1][C:2]([F:34])([F:33])[C:3]1[CH:4]=[C:5]([C@H:13]2[O:17][C:16](=[O:18])[N:15]([CH2:19][C:20]3[C:25](Br)=[CH:24][N:23]=[C:22]([N:27]4[CH2:30][CH:29]([F:31])[CH2:28]4)[N:21]=3)[C@H:14]2[CH3:32])[CH:6]=[C:7]([C:9]([F:12])([F:11])[F:10])[CH:8]=1.[CH:35]([C:38]1[CH:39]=[C:40](B(O)O)[C:41]([O:44][CH3:45])=[N:42][CH:43]=1)([CH3:37])[CH3:36].C([O-])([O-])=O.[K+].[K+]>[Pd](Cl)Cl.C(P(C(C)(C)C)[C-]1C=CC=C1)(C)(C)C.[C-]1(P(C(C)(C)C)C(C)(C)C)C=CC=C1.[Fe+2]>[F:1][C:2]([F:34])([F:33])[C:3]1[CH:4]=[C:5]([C@H:13]2[O:17][C:16](=[O:18])[N:15]([CH2:19][C:20]3[C:25]([C:40]4[C:41]([O:44][CH3:45])=[N:42][CH:43]=[C:38]([CH:35]([CH3:37])[CH3:36])[CH:39]=4)=[CH:24][N:23]=[C:22]([N:27]4[CH2:30][CH:29]([F:31])[CH2:28]4)[N:21]=3)[C@H:14]2[CH3:32])[CH:6]=[C:7]([C:9]([F:12])([F:11])[F:10])[CH:8]=1 |f:2.3.4,5.6.7.8|. Procedure: (4S,5R)-5-[3,5-Bis(trifluoromethyl)phenyl]-3-{[5-bromo-2-(3-fluoroazetidin-1-yl)pyrimidin-4-yl]methyl}-4-methyl-1,3-oxazolidin-2-one (INTERMEDIATE 14, 1.2 g, 2.153 mmol), 5-isopropyl-2-methoxypyridin-3-ylboronic acid (0.716 g, 2.58 mmol), 1,1′-Bis(di-tert-butylphosphino)ferrocene palladium dichloride (211 mg, 0.323 mmol) and K2CO3 (893 mg, 6.46 mmol) were added to a reaction vial that was evacuated and charged with nitrogen three times. The solid reactants were then mixed with THF (15 mL) and wa... Reactants: CCOC(=O)C(NC(C)=O)C(=O)OCC, CS(C)=O, C=Cc1ccc(-c2nc3ccc(C4(c5ccccc5)CC4)nc3s2)c(F)c1. Product: CCOC(=O)C(CCc1ccc(-c2nc3ccc(C4(c5ccccc5)CC4)nc3s2)c(F)c1)(NC(C)=O)C(=O)OCC. RXN SMILES: [CH2:1]([CH3:2])[O:3][C:4]([CH:5]([C:6](=[O:7])[O:8][CH2:9][CH3:10])[NH:11][C:12]([CH3:13])=[O:14])=[O:15].[CH3:43][S:44]([CH3:45])=[O:46].[F:16][c:17]1[c:18](-[c:25]2[s:26][c:27]3[n:28][c:29]([C:34]4([c:37]5[cH:38][cH:39][cH:40][cH:41][cH:42]5)[CH2:35][CH2:36]4)[cH:30][cH:31][c:32]3[n:33]2)[cH:19][cH:20][c:21]([CH:23]=[CH2:24])[cH:22]1>>[CH2:1]([CH3:2])[O:3][C:4]([C:5]([C:6](=[O:7])[O:8][CH2:9][CH3:10])([NH:11][C:12]([CH3:13])=[O:14])[CH2:24][CH2:23][c:21]1[cH:20][cH:19][c:18](-[c:25]2[s:26][c:27]3[n:28][c:29]([C:34]4([c:37]5[cH:38][cH:39][cH:40][cH:41][cH:42]5)[CH2:35][CH2:36]4)[cH:30][cH:31][c:32]3[n:33]2)[c:17]([F:16])[cH:22]1)=[O:15]. Starting materials: OCCCCBr, CCCC1CCC(C(=O)O)CC1, Cc1ccccc1, Cc1ccc(S(=O)(=O)O)cc1. The product is CCCC1CCC(C(=O)OCCCCBr)CC1. RXN SMILES: [Br:13][CH2:14][CH2:15][CH2:16][CH2:17][OH:18].[CH2:1]([CH2:2][CH3:3])[CH:4]1[CH2:5][CH2:6][CH:7]([C:10](=[O:11])[OH:12])[CH2:8][CH2:9]1.[CH3:30][c:31]1[cH:32][cH:33][cH:34][cH:35][cH:36]1.[c:19]1([CH3:20])[cH:21][cH:22][c:23]([S:24]([OH:25])(=[O:26])=[O:27])[cH:28][cH:29]1>>[CH2:1]([CH2:2][CH3:3])[CH:4]1[CH2:5][CH2:6][CH:7]([C:10]([O:11][CH2:17][CH2:16][CH2:15][CH2:14][Br:13])=[O:12])[CH2:8][CH2:9]1. The reactants are ClC1=C(OC2CCN(CC2)C(CNC(=O)C2=NOC(=C2)C2=C(C=CC=C2)OCC2=CC=CC=C2)=O)C=CC=C1 (5-(2-benzyloxy-phenyl)-isoxazole-3-carboxylic acid {2-[4-(2-chloro-phenoxy)-piperidin-1-yl]-2-oxo-ethyl}-amide). Reagents/catalysts: [Pd] (Pd/C). Solvent: CO (methanol). Reaction conditions: time 3 hour. Yields the product ClC1=C(OC2CCN(CC2)C(CNC(=O)C2=NOC(=C2)C2=C(C=CC=C2)O)=O)C=CC=C1 (5-(2-hydroxy-phenyl)-isoxazole-3-carboxylic acid {2-[4-(2-chloro-phenoxy)-piperidin-1-yl]-2-oxo-ethyl}-amide). Isolated yield 43.1%. As a reaction SMILES: [Cl:1][C:2]1[CH:39]=[CH:38][CH:37]=[CH:36][C:3]=1[O:4][CH:5]1[CH2:10][CH2:9][N:8]([C:11](=[O:35])[CH2:12][NH:13][C:14]([C:16]2[CH:20]=[C:19]([C:21]3[CH:26]=[CH:25][CH:24]=[CH:23][C:22]=3[O:27]CC3C=CC=CC=3)[O:18][N:17]=2)=[O:15])[CH2:7][CH2:6]1>CO.[Pd]>[Cl:1][C:2]1[CH:39]=[CH:38][CH:37]=[CH:36][C:3]=1[O:4][CH:5]1[CH2:10][CH2:9][N:8]([C:11](=[O:35])[CH2:12][NH:13][C:14]([C:16]2[CH:20]=[C:19]([C:21]3[CH:26]=[CH:25][CH:24]=[CH:23][C:22]=3[OH:27])[O:18][N:17]=2)=[O:15])[CH2:7][CH2:6]1. Reported procedure: To a stirred solution of 5-(2-benzyloxy-phenyl)-isoxazole-3-carboxylic acid {2-[4-(2-chloro-phenoxy)-piperidin-1-yl]-2-oxo-ethyl}-amide (0.153 g, 0.00028 mole) in methanol (50 mL) was added 10% Pd/C (0.03 g) and the resulting mixture was stirred under an atmosphere of hydrogen for 3 hours. The mixture was then filtered through celite, the celite was washed with methanol and the organic layers were concentrated under reduced pressure. The resulting residue was purified by preparative HPLC to affo... Reactants: C(C=1C(O)=CC=CC1)=O (salicylaldehyde), BrCC(CO)(C)C (3-bromo-2,2-dimethylpropanol), C([O-])([O-])=O.[K+].[K+] (potassium carbonate). Run in CN(C)C=O (DMF). Product: CC(COC1=C(C=O)C=CC=C1)(CO)C (2-(2,2-Dimethyl-3-hydroxypropoxy)benzaldehyde). RXN SMILES: [CH:1](=[O:9])[C:2]1[C:3](=[CH:5][CH:6]=[CH:7][CH:8]=1)[OH:4].Br[CH2:11][C:12]([CH3:16])([CH3:15])[CH2:13][OH:14].C(=O)([O-])[O-].[K+].[K+]>CN(C=O)C>[CH3:11][C:12]([CH3:16])([CH2:13][OH:14])[CH2:15][O:4][C:3]1[CH:5]=[CH:6][CH:7]=[CH:8][C:2]=1[CH:1]=[O:9] |f:2.3.4|. Procedure: A solution of 20 g of salicylaldehyde, 30 g of 3-bromo-2,2-dimethylpropanol and 22 g of potassium carbonate in DMF was refluxed for 24 hours. After evaporation, the residue was dissolved in ethyl acetate and the solution was washed with water. The organic phase was dried over magnesium sulfate and evaporated. The residue was purified by chromatography (silica; dichloromethane). Reactants: C(C)(=O)C1=CC=CC=C1 (acetophenone), C(#N)CC(=O)OCC (ethyl cyanoacetate), CC(=O)OCC1=C2C=CC=CC2=C(C3=CC=CC=C31)COC(=O)C (acetic), acid, C(C)(=O)[O-].[NH4+] (ammonium acetate), C(#N)CC(=O)OCC (ethyl cyanoacetate), C(C)(=O)[O-].[NH4+] (ammonium acetate). The solvent is C1=CC=CC=C1 (benzene), C(C)(=O)OCC (ethyl acetate), C(C)(=O)O (acetic acid). Run at time 10 hour. Yields the product C(C)OC(C(=C(C)C1=CC=CC=C1)C#N)=O (2-Cyano-3-phenyl-but-2-enoic acid ethyl ester). Reaction SMILES: [C:1]([C:4]1[CH:9]=[CH:8][CH:7]=[CH:6][CH:5]=1)(=O)[CH3:2].[C:10]([CH2:12][C:13]([O:15][CH2:16][CH3:17])=[O:14])#[N:11].CC(OCC1C2C(=CC=CC=2)C(COC(C)=O)=C2C=1C=CC=C2)=O.C([O-])(=O)C.[NH4+]>C(OCC)(=O)C.C(O)(=O)C.C1C=CC=CC=1>[CH2:16]([O:15][C:13](=[O:14])[C:12]([C:10]#[N:11])=[C:1]([C:4]1[CH:9]=[CH:8][CH:7]=[CH:6][CH:5]=1)[CH3:2])[CH3:17] |f:3.4|. Reported procedure: A mixture of acetophenone (50 mmol), ethyl cyanoacetate (50 mmol), acetic; acid (1.14 mL), ammonium acetate (400 mg), and benzene (50 mL) was heated to reflux in a Dean-Stark apparatus. After approximately 10 hours, additional ethyl cyanoacetate (50 mmol), acetic acid (1.14 mL), and ammonium acetate (400 mL) are added. After an additional 10 hours, the reaction was cooled to room temperature, diluted with ethyl acetate (30 mL), washed with water (240 mL), brine (40 mL), and dried (Na2S04). After...